From a dataset of the Open Reaction Database (ORD), a public repository of structured organic reaction records. describe an organic reaction: reactants, conditions, products, and yield The reactants are O=C(O)C(F)(F)F, CC(C)(C)OCC1CN(c2ccc3ccccc3c2)C(=O)O1. The product is O=C1OC(CO)CN1c1ccc2ccccc2c1. As a reaction SMILES: [OH:23][C:24]([C:25]([F:26])([F:27])[F:28])=[O:29].[cH:1]1[c:2]([N:11]2[C:12](=[O:22])[O:13][CH:14]([CH2:16][O:17][C:18]([CH3:19])([CH3:20])[CH3:21])[CH2:15]2)[cH:3][cH:4][c:5]2[cH:6][cH:7][cH:8][cH:9][c:10]12>>[cH:1]1[c:2]([N:11]2[C:12](=[O:22])[O:13][CH:14]([CH2:16][OH:17])[CH2:15]2)[cH:3][cH:4][c:5]2[cH:6][cH:7][cH:8][cH:9][c:10]12. The reactants are CSCc1cc(F)cc2c(C(CCOS(C)(=O)=O)c3ccc(Cl)cc3)c[nH]c12, N#C[K], CN(C)C=O. Product: CSCc1cc(F)cc2c(C(CCC#N)c3ccc(Cl)cc3)c[nH]c12. Reaction SMILES: [CH3:1][S:2]([O:3][CH2:6][CH2:7][CH:8]([c:9]1[cH:10][nH:11][c:12]2[c:13]([CH2:19][S:20][CH3:21])[cH:14][c:15]([F:18])[cH:16][c:17]12)[c:22]1[cH:23][cH:24][c:25]([Cl:28])[cH:26][cH:27]1)(=[O:4])=[O:5].[K:29][C:30]#[N:31].[O:32]=[CH:33][N:34]([CH3:35])[CH3:36]>>[CH2:6]([CH2:7][CH:8]([c:9]1[cH:10][nH:11][c:12]2[c:13]([CH2:19][S:20][CH3:21])[cH:14][c:15]([F:18])[cH:16][c:17]12)[c:22]1[cH:23][cH:24][c:25]([Cl:28])[cH:26][cH:27]1)[C:30]#[N:31]. Solvent: CN(C=O)C (dimethylformamide), C(C)(=O)OCC (ethyl acetate). RXN SMILES: C(O)(C)(C)C.[K].[CH3:7][C:8]1[C:12]([CH:13]=[O:14])=[CH:11][NH:10][N:9]=1.F[C:16]1[C:21]([F:22])=[CH:20][CH:19]=[CH:18][N:17]=1>CN(C)C=O.C(OCC)(=O)C>[F:22][C:21]1[C:16]([N:10]2[CH:11]=[C:12]([CH:13]=[O:14])[C:8]([CH3:7])=[N:9]2)=[N:17][CH:18]=[CH:19][CH:20]=1 |f:0.1,^1:5|. Yields the product FC=1C(=NC=CC1)N1N=C(C(=C1)C=O)C (1-(3-Fluoro-2-pyridyl)-3-methyl-pyrazole-4-carbaldehyde). Starting materials: FC1=NC=CC=C1F (2,3-difluoropyridine), ice water, C(C)(C)(C)O.[K] (Potassium t-Butyl alcohol), CC1=NNC=C1C=O (3-methyl-1H-pyrazole-4-carbaldehyde). Procedure: Potassium t-Butyl alcohol (29.25 g, 260.68 mmol) is added to a solution of 3-methyl-1H-pyrazole-4-carbaldehyde (26.00 g, 236.12 mmol) in dimethylformamide (250 mL) cooled with an aqueous bath. The mixture is stirred at room temperature for 10 min. Then, 2,3-difluoropyridine (25 g, 217.24 mmol) is added and the mixture is stirred at room temperature for 20 hr. The mixture is poured over an ice/water mixture and extracted in ethyl acetate (3×20 mL). Organics are dried over magnesium sulfate and so... Run at time 10 minute. Yield: 42.6%.